From a dataset of the Open Reaction Database (ORD), a public repository of structured organic reaction records. describe an organic reaction: reactants, conditions, products, and yield Reactants: Triacetoxy sodium borohydride, C(=O)C1=C(N(/C(/S1)=N/C)C)CN1CCN(CC1)C(=O)OC(C)(C)C (tert-Butyl 4-(((2Z)-5-formyl-3-methyl-2-(methylimino)-2,3-dihydro-1,3-thiazol-4-yl)methyl)piperazine-1-carboxylate), solution, CNC (dimethylamine), C([O-])([O-])=O.[K+].[K+] (potassium carbonate). Solvent: C1CCOC1 (THF), ClCCCl (1,2-dichloroethane), C(C)(=O)O (acetic acid). Product: CN(C)CC1=C(N(/C(/S1)=N/C)C)CN1CCN(CC1)C(=O)OC(C)(C)C (tert-Butyl 4-(((2Z)-5-((dimethylamino)methyl)-3-methyl-2-(methylimino)-2,3-dihydro-1,3-thiazol-4-yl)methyl)piperazine-1-carboxylate). Reaction SMILES: [CH:1]([C:3]1[S:7]/[C:6](=[N:8]\[CH3:9])/[N:5]([CH3:10])[C:4]=1[CH2:11][N:12]1[CH2:17][CH2:16][N:15]([C:18]([O:20][C:21]([CH3:24])([CH3:23])[CH3:22])=[O:19])[CH2:14][CH2:13]1)=O.[CH3:25][NH:26][CH3:27].C(=O)([O-])[O-].[K+].[K+]>C1COCC1.ClCCCl.C(O)(=O)C>[CH3:25][N:26]([CH2:1][C:3]1[S:7]/[C:6](=[N:8]\[CH3:9])/[N:5]([CH3:10])[C:4]=1[CH2:11][N:12]1[CH2:17][CH2:16][N:15]([C:18]([O:20][C:21]([CH3:24])([CH3:23])[CH3:22])=[O:19])[CH2:14][CH2:13]1)[CH3:27] |f:2.3.4|. Procedure: tert-Butyl 4-(((2Z)-5-formyl-3-methyl-2-(methylimino)-2,3-dihydro-1,3-thiazol-4-yl)methyl)piperazine-1-carboxylate (1.0 g) obtained in Example 35a) and a 1 M solution of dimethylamine in THF (2.6 mL) were dissolved in a mixed solution of 1,2-dichloroethane (50 mL) and acetic acid (0.18 mL). Triacetoxy sodium borohydride (0.84 g) was added thereto at 0° C., and the mixture was mixed at room temperature overnight. The reaction solution was basified with an aqueous potassium carbonate solution, the...